Dataset: the Open Reaction Database (ORD), a public repository of structured organic reaction records. Task: describe an organic reaction: reactants, conditions, products, and yield Reaction conditions: time 10 minute. Run in C1CCOC1 (THF), C1CCOC1 (THF). As a reaction SMILES: [CH3:1][O:2][C:3]1[CH:12]=[CH:11][C:6]([C:7]([NH:9][CH3:10])=[O:8])=[CH:5][CH:4]=1.[Li]CCCC.[F:18][C:19]1[CH:20]=[C:21]([CH:24]=[CH:25][CH:26]=1)[CH:22]=[O:23]>C1COCC1>[F:18][C:19]1[CH:20]=[C:21]([CH:22]([OH:23])[C:11]2[CH:12]=[C:3]([O:2][CH3:1])[CH:4]=[CH:5][C:6]=2[C:7]([NH:9][CH3:10])=[O:8])[CH:24]=[CH:25][CH:26]=1. The reactants are COC1=CC=C(C(=O)NC)C=C1 (4-methoxy-N-methylbenzamide), [Li]CCCC (n-BuLi), FC=1C=C(C=O)C=CC1 (3-fluorobenzaldehyde). Product: FC=1C=C(C=CC1)C(C1=C(C(=O)NC)C=CC(=C1)OC)O (2-[(3-fluorophenyl) (hydroxy)methyl]-4-methoxy-N-methylbenzamide). Procedure: To a −78 C solution of 4-methoxy-N-methylbenzamide (2.0 g) in THF was added n-BuLi (10 mL, 2.5 M in hexanes). The reaction was stirred for 10 min at −78 C, warmed to 0 C, then cooled back to −78 C. 3-fluorobenzaldehyde (1.90 mL) was added as a solution in THF via cannula. The reaction was warmed to room temp, then quenched with saturated aqueous NH4Cl. The mixture was extracted with EtOAc, concentrated, and purified by flash chromatography (5% MeOH in CH2Cl2) to give 2-[(3-fluorophenyl) (hydroxy... Solvent: O1CCOCC1 (dioxane), C(C)(=O)OCC (ethyl acetate). Procedure details: To a solution of 1-[3-(3-bromo-5-methoxy-9H-xanthen-9-yl)-8-aza-bicyclo[3.2.1]oct-8-yl]-2,2,2-trifluoro-ethanone, 5k (0.505 g, 1.02 mmol) in dioxane (15 mL) were added 3-pyridylboronic acid (0.188 g, 1.53 mmol), di-tert-butylphosphine palladium (II) dichloride (35 mg), and a 2 M sodium carbonate solution (1.3 mL, 2.54 mmol), and the mixture was heated at 75° C. for 2 h under an argon atmosphere. The mixture was allowed to cool to rt and water and ethyl acetate were added. The organic phase was w... Yields the product FC(C(=O)N1C2CC(CC1CC2)C2C1=CC=CC(=C1OC=1C=C(C=CC21)C=2C=NC=CC2)OC)(F)F (2,2,2-Trifluoro-1-[3-(5-methoxy-3-pyridin-3-yl-9H-xanthen-9-yl)-8-aza-bicyclo[3.2.1]oct-8-yl]-ethanone). The yield is 93.0%. Reactants: BrC=1C=CC=2C(C3=CC=CC(=C3OC2C1)OC)C1CC2CCC(C1)N2C(C(F)(F)F)=O (1-[3-(3-bromo-5-methoxy-9H-xanthen-9-yl)-8-aza-bicyclo[3.2.1]oct-8-yl]-2,2,2-trifluoro-ethanone), BrC=1C=CC=2C(C3=CC=CC(=C3OC2C1)OC)C1CC2CCC(C1)N2C(C(F)(F)F)=O (1-[3-(3-Bromo-5-methoxy-9H-xanthen-9-yl)-8-aza-bicyclo[3.2.1]oct-8-yl]-2,2,2-trifluoro-ethanone), N1=CC(=CC=C1)B(O)O (3-pyridylboronic acid), C([O-])([O-])=O.[Na+].[Na+] (sodium carbonate), O (water). Reagents/catalysts: [Pd](Cl)Cl.C(C)(C)(C)PC(C)(C)C (di-tert-butylphosphine palladium (II) dichloride). Reaction SMILES: Br[C:2]1[CH:3]=[CH:4][C:5]2[CH:6]([CH:18]3[CH2:24][CH:23]4[N:25]([C:26](=[O:31])[C:27]([F:30])([F:29])[F:28])[CH:20]([CH2:21][CH2:22]4)[CH2:19]3)[C:7]3[C:12]([O:13][C:14]=2[CH:15]=1)=[C:11]([O:16][CH3:17])[CH:10]=[CH:9][CH:8]=3.[N:32]1[CH:37]=[CH:36][CH:35]=[C:34](B(O)O)[CH:33]=1.C(=O)([O-])[O-].[Na+].[Na+].O>O1CCOCC1.[Pd](Cl)Cl.C(PC(C)(C)C)(C)(C)C.C(OCC)(=O)C>[F:28][C:27]([F:29])([F:30])[C:26]([N:25]1[CH:20]2[CH2:21][CH2:22][CH:23]1[CH2:24][CH:18]([CH:6]1[C:5]3[CH:4]=[CH:3][C:2]([C:34]4[CH:33]=[N:32][CH:37]=[CH:36][CH:35]=4)=[CH:15][C:14]=3[O:13][C:12]3[C:7]1=[CH:8][CH:9]=[CH:10][C:11]=3[O:16][CH3:17])[CH2:19]2)=[O:31] |f:2.3.4,7.8|. Yields the product CS(=O)(=O)C1=CC(O)(CCCCOc2ccccc2)C(=CC=CC(O)CCCO)C1=O. As a reaction SMILES: [Cl:49][CH2:50][Cl:51].[Na+:47].[Na+:48].[OH:1][CH:2]([CH:3]=[CH:4][CH:5]=[C:6]1[C:7]([CH2:15][CH2:16][CH2:17][CH2:18][O:19][c:20]2[cH:21][cH:22][cH:23][cH:24][cH:25]2)([OH:26])[CH:8]=[C:9]([S:12](=[O:13])[CH3:14])[C:10]1=[O:11])[CH2:27][CH2:28][CH2:29][OH:30].[OH:31][O:32][C:33]([c:34]1[cH:35][c:36]([Cl:37])[cH:38][cH:39][cH:40]1)=[O:41].[S:42]([O-:43])([O-:44])(=[O:45])=[S:46]>>[OH:1][CH:2]([CH:3]=[CH:4][CH:5]=[C:6]1[C:7]([CH2:15][CH2:16][CH2:17][CH2:18][O:19][c:20]2[cH:21][cH:22][cH:23][cH:24][cH:25]2)([OH:26])[CH:8]=[C:9]([S:12](=[O:13])([CH3:14])=[O:31])[C:10]1=[O:11])[CH2:27][CH2:28][CH2:29][OH:30]. The reactants are ClCCl, [Na+], [Na+], CS(=O)C1=CC(O)(CCCCOc2ccccc2)C(=CC=CC(O)CCCO)C1=O, O=C(OO)c1cccc(Cl)c1, O=S([O-])([O-])=S. The reactants are CC(C)(C)OC(=O)N1CCC2C1C(C(=O)Nc1ccccc1)CN2C(=O)OCc1ccccc1, ClCCl, O=C(O)C(F)(F)F. Product: O=C(Nc1ccccc1)C1CN(C(=O)OCc2ccccc2)C2CCNC12. As a reaction SMILES: [C:1]([O:2][C:3](=[O:4])[N:8]1[CH2:9][CH2:10][CH:11]2[N:12]([C:25](=[O:26])[O:27][CH2:28][c:29]3[cH:30][cH:31][cH:32][cH:33][cH:34]3)[CH2:13][CH:14]([C:16]([NH:17][c:18]3[cH:19][cH:20][cH:21][cH:22][cH:23]3)=[O:24])[CH:15]12)([CH3:5])([CH3:6])[CH3:7].[Cl:42][CH2:43][Cl:44].[F:35][C:36]([F:37])([F:38])[C:39]([OH:40])=[O:41]>>[NH:8]1[CH2:9][CH2:10][CH:11]2[N:12]([C:25](=[O:26])[O:27][CH2:28][c:29]3[cH:30][cH:31][cH:32][cH:33][cH:34]3)[CH2:13][CH:14]([C:16]([NH:17][c:18]3[cH:19][cH:20][cH:21][cH:22][cH:23]3)=[O:24])[CH:15]12. Starting materials: Cl.NC=1C=C(C=CC1)C1=CC=CC=2C=C(SC21)C(=O)N[C@H]2CN1CCC2CC1 (7-(3-aminophenyl)-N-[(3R)-1-azabicyclo[2.2.2]oct-3-yl]-1-benzothiophene-2-carboxamide hydrochloride), C(C(C)C)(=O)Cl (isobutyryl chloride). Product: Cl.N12C[C@@H](C(CC1)CC2)NC(=O)C=2SC1=C(C2)C=CC=C1C1=CC(=CC=C1)NC(C(C)C)=O (N-[(3R)-1-Azabicyclo[2.2.2]oct-3-yl]-7-[3-(isobutyrylamino)phenyl]-1-benzothiophene-2-carboxamide hydrochloride). Reaction SMILES: Cl.[NH2:2][C:3]1[CH:4]=[C:5]([C:9]2[C:17]3[S:16][C:15]([C:18]([NH:20][C@@H:21]4[CH:26]5[CH2:27][CH2:28][N:23]([CH2:24][CH2:25]5)[CH2:22]4)=[O:19])=[CH:14][C:13]=3[CH:12]=[CH:11][CH:10]=2)[CH:6]=[CH:7][CH:8]=1.[C:29]([Cl:34])(=[O:33])[CH:30]([CH3:32])[CH3:31]>>[ClH:34].[N:23]12[CH2:24][CH2:25][CH:26]([CH2:27][CH2:28]1)[C@@H:21]([NH:20][C:18]([C:15]1[S:16][C:17]3[C:9]([C:5]4[CH:6]=[CH:7][CH:8]=[C:3]([NH:2][C:29](=[O:33])[CH:30]([CH3:32])[CH3:31])[CH:4]=4)=[CH:10][CH:11]=[CH:12][C:13]=3[CH:14]=1)=[O:19])[CH2:22]2 |f:0.1,3.4|. Procedure details: 50 mg (0.12 mmol) of 7-(3-aminophenyl)-N-[(3R)-1-azabicyclo[2.2.2]oct-3-yl]-1-benzothiophene-2-carboxamide hydrochloride (Example 21) and 25.7 mg (0.24 mmol) of isobutyryl chloride are reacted together by general method F. 35.1 mg (64.9% of theory) of the title compound are obtained. Starting materials: C1CCOC1, CCCCc1noc(C)c1COc1ccc(C(=O)OC)cn1, Cl, [Li+], [OH-], O, O. The product is CCCCc1noc(C)c1COc1ccc(C(=O)O)cn1. As a reaction SMILES: [CH2:27]1[O:28][CH2:29][CH2:30][CH2:31]1.[CH3:1][O:2][C:3]([c:4]1[cH:5][n:6][c:7]([O:10][CH2:11][c:12]2[c:13]([CH2:18][CH2:19][CH2:20][CH3:21])[n:14][o:15][c:16]2[CH3:17])[cH:8][cH:9]1)=[O:22].[ClH:26].[Li+:25].[OH-:24].[OH2:23].[OH2:32]>>[O:2]=[C:3]([c:4]1[cH:5][n:6][c:7]([O:10][CH2:11][c:12]2[c:13]([CH2:18][CH2:19][CH2:20][CH3:21])[n:14][o:15][c:16]2[CH3:17])[cH:8][cH:9]1)[OH:22]. RXN SMILES: [CH2:1]([CH3:2])[NH:3][C:4](=[O:5])[c:6]1[cH:7][cH:8][c:9](-[n:12]2[n:13][n:14][c:15]([C:18](=[O:19])[O:20][CH3:21])[c:16]2[OH:17])[cH:10][cH:11]1.[O:31]=[CH:32][N:33]([CH3:34])[CH3:35].[S:22]([O:23][CH2:24][CH3:25])([O:28][CH2:26][CH3:27])(=[O:29])=[O:30]>>[CH2:1]([CH3:2])[NH:3][C:4](=[O:5])[c:6]1[cH:7][cH:8][c:9](-[n:12]2[n:13][n:14][c:15]([C:18](=[O:19])[O:20][CH3:21])[c:16]2[O:17][CH2:26][CH3:27])[cH:10][cH:11]1. The reactants are CCNC(=O)c1ccc(-n2nnc(C(=O)OC)c2O)cc1, CN(C)C=O, CCOS(=O)(=O)OCC. Product: CCNC(=O)c1ccc(-n2nnc(C(=O)OC)c2OCC)cc1. The reactants are FC=1C=C(C=CC1F)NCCNCC1(CCN(CC1)C)C1=CC=C(C=C1)I (N-(3,4-difluoro-phenyl)-N′-[4-(4-iodo-phenyl)-1-methyl-piperidin-4-ylmethyl]-ethane-1,2-diamine), TEA, ClC(Cl)(OC(OC(Cl)(Cl)Cl)=O)Cl (triphosgene). The solvent is C1CCOC1 (THF), CCOC(=O)C (EtOAc). Conditions: time 4 hour. The product is FC=1C=C(C=CC1F)N1C(N(CC1)CC1(CCN(CC1)C)C1=CC=C(C=C1)I)=O (1-(3,4-difluoro-phenyl)-3-[4-(4-iodo-phenyl)-1-methyl-piperidin-4-ylmethyl]-imidazolid in-2-one). The yield is 6.9%. Reaction SMILES: [F:1][C:2]1[CH:3]=[C:4]([NH:9][CH2:10][CH2:11][NH:12][CH2:13][C:14]2([C:21]3[CH:26]=[CH:25][C:24]([I:27])=[CH:23][CH:22]=3)[CH2:19][CH2:18][N:17]([CH3:20])[CH2:16][CH2:15]2)[CH:5]=[CH:6][C:7]=1[F:8].Cl[C:29](Cl)([O:31]C(=O)OC(Cl)(Cl)Cl)Cl>C1COCC1.CCOC(C)=O>[F:1][C:2]1[CH:3]=[C:4]([N:9]2[CH2:10][CH2:11][N:12]([CH2:13][C:14]3([C:21]4[CH:26]=[CH:25][C:24]([I:27])=[CH:23][CH:22]=4)[CH2:15][CH2:16][N:17]([CH3:20])[CH2:18][CH2:19]3)[C:29]2=[O:31])[CH:5]=[CH:6][C:7]=1[F:8]. Reported procedure: To a stirred solution of N-(3,4-difluoro-phenyl)-N′-[4-(4-iodo-phenyl)-1-methyl-piperidin-4-ylmethyl]-ethane-1,2-diamine (0.36 g, 1.0 mmol) in THF (10 mL) at 0° C. was added TEA (0.91 mL, 6.5 mmol, 6.5 eq.) and triphosgene (0.195 g, 0.65 mmol, 0.65 eq.). The mixture was stirred at room temperature for 4 h, diluted with EtOAc (25 mL) and washed with saturated brine (2×25 mL). The organic extracts were dried over sodium sulfate, filtered and concentrated by rotary evaporation to give a yellow oil.... Reactants: CC(C)(C)OC(=O)C1CCCN(C(=O)OCc2ccccc2)N1C(=O)C(CBr)CBr, CC(=O)O, CO. Yields the product CC(C)(C)OC(=O)C1CCCN2CC(CBr)C(=O)N12. Reaction SMILES: [Br:1][CH2:2][CH:3]([C:4](=[O:5])[N:6]1[N:7]([C:20]([O:21][CH2:22][c:23]2[cH:24][cH:25][cH:26][cH:27][cH:28]2)=[O:30])[CH2:8][CH2:9][CH2:10][CH:11]1[C:12](=[O:13])[O:14][C:15]([CH3:16])([CH3:17])[CH3:18])[CH2:29][Br:19].[CH3:31][C:32](=[O:33])[OH:34].[CH3:35][OH:36]>>[Br:1][CH2:2][CH:3]1[C:4](=[O:5])[N:6]2[N:7]([CH2:8][CH2:9][CH2:10][CH:11]2[C:12](=[O:13])[O:14][C:15]([CH3:16])([CH3:17])[CH3:18])[CH2:29]1. Starting materials: C(C)OC(=O)C1=CNCCC2=C1NC=1C=C(C=CC21)[N+](=O)[O-] (8-nitro-1,2,3,6-tetrahydroazepino[4,5-b]indole-5-carboxylic acid ethyl ester), FC1=CC=C(C(=O)Cl)C=C1 (4-fluorobenzoyl chloride). Product: C(C)OC(=O)C1=CN(CCC2=C1NC=1C=C(C=CC21)[N+](=O)[O-])C(C2=CC=C(C=C2)F)=O (3-(4-Fluorobenzoyl)-8-Nitro-1,2,3,6-Tetrahydroazepino[4,5-b]Indole-5-Carboxylic Acid Ethyl Ester). RXN SMILES: [CH2:1]([O:3][C:4]([C:6]1[C:12]2[NH:13][C:14]3[CH:15]=[C:16]([N+:20]([O-:22])=[O:21])[CH:17]=[CH:18][C:19]=3[C:11]=2[CH2:10][CH2:9][NH:8][CH:7]=1)=[O:5])[CH3:2].[F:23][C:24]1[CH:32]=[CH:31][C:27]([C:28](Cl)=[O:29])=[CH:26][CH:25]=1>>[CH2:1]([O:3][C:4]([C:6]1[C:12]2[NH:13][C:14]3[CH:15]=[C:16]([N+:20]([O-:22])=[O:21])[CH:17]=[CH:18][C:19]=3[C:11]=2[CH2:10][CH2:9][N:8]([C:28](=[O:29])[C:27]2[CH:31]=[CH:32][C:24]([F:23])=[CH:25][CH:26]=2)[CH:7]=1)=[O:5])[CH3:2]. Procedure details: The title compound was prepared in a manner similar to that described in Example 2A by using 8-nitro-1,2,3,6-tetrahydroazepino[4,5-b]indole-5-carboxylic acid ethyl ester and 4-fluorobenzoyl chloride; MS (ES): 424 (MH+).